From a dataset of the Open Reaction Database (ORD), a public repository of structured organic reaction records. describe an organic reaction: reactants, conditions, products, and yield The reactants are O=C([O-])[O-], Clc1cc(Cl)ncn1, [Cs+], [Cs+], CN(C)C=O, O, c1cn[nH]c1. The product is Clc1cc(-n2cccn2)ncn1. As a reaction SMILES: [C:14](=[O:15])([O-:16])[O-:17].[Cl:1][c:2]1[n:3][cH:4][n:5][c:6]([Cl:8])[cH:7]1.[Cs+:18].[Cs+:19].[O:21]=[CH:22][N:23]([CH3:24])[CH3:25].[OH2:20].[nH:9]1[n:10][cH:11][cH:12][cH:13]1>>[c:2]1(-[n:9]2[n:10][cH:11][cH:12][cH:13]2)[n:3][cH:4][n:5][c:6]([Cl:8])[cH:7]1.